Dataset: the Open Reaction Database (ORD), a public repository of structured organic reaction records. Task: describe an organic reaction: reactants, conditions, products, and yield Starting materials: C(C1=CC=CC=C1)[C@H]1N(C(OC1)=O)C([C@@H]([C@@H](C=CC1=CC=CC=C1)O)CCCO)=O ((4R)-4-benzyl-3-[(2R,3R)-3-hydroxy-2-(3-hydroxy-propyl)-5-phenyl-pent-4-enoyl]-oxazolidin-2-one), N1=C(C=CC=C1C)C (2,6-lutidine), FC(S(=O)(=O)OS(=O)(=O)C(F)(F)F)(F)F (Trifluoromethanesulfonic anhydride). The solvent is C(C)(=O)OCC (ethyl acetate), C(Cl)Cl (methylene chloride). Conditions: time 5 minute. The product is C(C1=CC=CC=C1)[C@H]1N(C(OC1)=O)C(=O)[C@H]1[C@H](OCCC1)C=CC1=CC=CC=C1 ((4R)-4-Benzyl-3-[(2R,3R)-2-styryl-tetrahydro-pyran-3-carbonyl]-oxazolidin-2-one). Isolated yield 63.3%. RXN SMILES: [CH2:1]([C@@H:8]1[CH2:12][O:11][C:10](=[O:13])[N:9]1[C:14](=[O:30])[C@H:15]([CH2:26][CH2:27][CH2:28]O)[C@H:16]([OH:25])[CH:17]=[CH:18][C:19]1[CH:24]=[CH:23][CH:22]=[CH:21][CH:20]=1)[C:2]1[CH:7]=[CH:6][CH:5]=[CH:4][CH:3]=1.N1C(C)=CC=CC=1C.FC(F)(F)S(OS(C(F)(F)F)(=O)=O)(=O)=O>C(Cl)Cl.C(OCC)(=O)C>[CH2:1]([C@@H:8]1[CH2:12][O:11][C:10](=[O:13])[N:9]1[C:14]([C@@H:15]1[CH2:26][CH2:27][CH2:28][O:25][C@@H:16]1[CH:17]=[CH:18][C:19]1[CH:20]=[CH:21][CH:22]=[CH:23][CH:24]=1)=[O:30])[C:2]1[CH:7]=[CH:6][CH:5]=[CH:4][CH:3]=1. Procedure: To a stirring solution of (4R)-4-benzyl-3-[(2R,3R)-3-hydroxy-2-(3-hydroxy-propyl)-5-phenyl-pent-4-enoyl]-oxazolidin-2-one (3.88 g, 9.49 mmol) in anhydrous methylene chloride (100 mL) in a flame-dried round bottom flask under N2 at −78° C. was added 2,6-lutidine (2.76 mL, 23.7 mmol). Trifluoromethanesulfonic anhydride (1.68 mL, 9.96 mmol) was then added dropwise; after 5 min, the reaction was quenched with saturated aqueous sodium bicarbonate (50 mL), the layers were separated, and the aqueous la... Starting materials: Cl (HCl), FC1=C(C=C(C=C1)C)NC(=O)NC1=CC=C(OC2=CC(=NC=C2)C2=CC(=CN2)C(=O)NCCCN(CC(=O)OC)CC(=O)OC)C=C1 (dimethyl 2,2′-[(3-{[(5-{4-[4-({[(2-fluoro-5-methylphenyl)amino]carbonyl}amino)phenoxy]pyridin-2-yl}-1H-pyrrol-3-yl)carbonyl]amino}propyl)imino]diacetate), O (water), [OH-].[Na+] (NaOH). Run in C1CCOC1.CO (THF MeOH). Conditions: time 4 hour. The product is FC1=C(C=C(C=C1)C)NC(=O)NC1=CC=C(OC2=CC(=NC=C2)C2=CC(=CN2)C(=O)NCCCN(CC(=O)O)CC(=O)O)C=C1 (2,2′-[(3-{[(5-{4-[4-({[(2-fluoro-5-methylphenyl)amino]carbonyl}amino)phenoxy]pyridin-2-yl}-1H-pyrrol-3-yl)carbonyl]amino}propyl)imino]diacetic acid). RXN SMILES: [F:1][C:2]1[CH:7]=[CH:6][C:5]([CH3:8])=[CH:4][C:3]=1[NH:9][C:10]([NH:12][C:13]1[CH:47]=[CH:46][C:16]([O:17][C:18]2[CH:23]=[CH:22][N:21]=[C:20]([C:24]3[NH:28][CH:27]=[C:26]([C:29]([NH:31][CH2:32][CH2:33][CH2:34][N:35]([CH2:41][C:42]([O:44]C)=[O:43])[CH2:36][C:37]([O:39]C)=[O:38])=[O:30])[CH:25]=3)[CH:19]=2)=[CH:15][CH:14]=1)=[O:11].[OH-].[Na+].O.Cl>C1COCC1.CO>[F:1][C:2]1[CH:7]=[CH:6][C:5]([CH3:8])=[CH:4][C:3]=1[NH:9][C:10]([NH:12][C:13]1[CH:14]=[CH:15][C:16]([O:17][C:18]2[CH:23]=[CH:22][N:21]=[C:20]([C:24]3[NH:28][CH:27]=[C:26]([C:29]([NH:31][CH2:32][CH2:33][CH2:34][N:35]([CH2:36][C:37]([OH:39])=[O:38])[CH2:41][C:42]([OH:44])=[O:43])=[O:30])[CH:25]=3)[CH:19]=2)=[CH:46][CH:47]=1)=[O:11] |f:1.2,5.6|. Procedure details: To a stirred solution of dimethyl 2,2′-[(3-{[(5-{4-[4-({[(2-fluoro-5-methylphenyl)amino]carbonyl}amino)phenoxy]pyridin-2-yl}-1H-pyrrol-3-yl)carbonyl]amino}propyl)imino]diacetate (100 mg, 0.15 mmol) in a mixture of THF/MeOH (5 ml/5 ml) was added 1M NaOH solution (1 ml, 1 mmol). The mixture was stirred at room temperature for 4 hours and poured into 50 ml of water. 1M HCl was added dropwise with vigorous stirring until pH=5. The precipitates were filtered, washed with water and dried in vacuo to g... The reactants are CCO, Nc1ccc(Oc2cccs2)c(Cl)c1, N#Cc1cnc2ccc([N+](=O)[O-])cc2c1Cl. The product is N#Cc1cnc2ccc([N+](=O)[O-])cc2c1Nc1ccc(Oc2cccs2)c(Cl)c1. Reaction SMILES: [CH3:31][CH2:32][OH:33].[Cl:17][c:18]1[cH:19][c:20]([NH2:21])[cH:22][cH:23][c:24]1[O:25][c:26]1[s:27][cH:28][cH:29][cH:30]1.[Cl:1][c:2]1[c:3]([C:15]#[N:16])[cH:4][n:5][c:6]2[cH:7][cH:8][c:9]([N+:12](=[O:13])[O-:14])[cH:10][c:11]12>>[c:2]1([NH:21][c:20]2[cH:19][c:18]([Cl:17])[c:24]([O:25][c:26]3[s:27][cH:28][cH:29][cH:30]3)[cH:23][cH:22]2)[c:3]([C:15]#[N:16])[cH:4][n:5][c:6]2[cH:7][cH:8][c:9]([N+:12](=[O:13])[O-:14])[cH:10][c:11]12. Starting materials: N1(CCCC1)CCN1C2=C(SCC1)C=C(C=C2)NC(=N)C=2SC=CC2 (N-(4-(2-(pyrrolidin-1-yl)ethyl)-3,4-dihydro-2H-benzo[b][1,4]thiazin-7-yl)thiophene-2-carboximidamide), Cl (HCl), CCOCC (ether), ( 100 ), ( 21 ). Run in CO (MeOH). Run at time 5 minute. The product is Cl.Cl.N1(CCCC1)CCN1C2=C(SCC1)C=C(C=C2)NC(=N)C=2SC=CC2 (N-(4-(2-(Pyrrolidin-1-yl)ethyl)-3,4-dihydro-2H-benzo[b][1,4]thiazin-7-yl)thiophene-2-carboximidamide dihydrochloride). Reaction SMILES: [N:1]1([CH2:6][CH2:7][N:8]2[CH2:13][CH2:12][S:11][C:10]3[CH:14]=[C:15]([NH:18][C:19]([C:21]4[S:22][CH:23]=[CH:24][CH:25]=4)=[NH:20])[CH:16]=[CH:17][C:9]2=3)[CH2:5][CH2:4][CH2:3][CH2:2]1.[ClH:26].CCOCC>CO>[ClH:26].[ClH:26].[N:1]1([CH2:6][CH2:7][N:8]2[CH2:13][CH2:12][S:11][C:10]3[CH:14]=[C:15]([NH:18][C:19]([C:21]4[S:22][CH:23]=[CH:24][CH:25]=4)=[NH:20])[CH:16]=[CH:17][C:9]2=3)[CH2:2][CH2:3][CH2:4][CH2:5]1 |f:4.5.6|. Procedure: To a stirred solution of N-(4-(2-(pyrrolidin-1-yl)ethyl)-3,4-dihydro-2H-benzo[b][1,4]thiazin-7-yl)thiophene-2-carboximidamide (0.3524 g, 0.946 mmol) in MeOH (2 mL) was added 1M HCl in ether (4.73 mL, 4.73 mmol) at room temperature. The mixture was stirred for 5 minutes under argon atmosphere and was then concentrated to give a yellow foam (0.646 g, quantitative). 1H NMR (DMSO-d6) δ 11.51 (s, 1H), 11.23 (s, 1H), 9.68 (s, 1H), 8.69 (s, 1H), 8.15-8.11 (m, 2H), 7.37-7.34 (m, 1H), 7.08 (d, J=9.3 Hz, ...